This data is from the Open Reaction Database (ORD), a public repository of structured organic reaction records. The task is: describe an organic reaction: reactants, conditions, products, and yield Starting materials: C(C)(C)(C)C1=C(C=C(OCC(=O)O)C=C1)F ((4-tert-Butyl-3-fluorophenoxy)acetic acid), [Cl-].ClC1[NH+](CCN1C)C (2-chloro-1,3-dimethylimidazolinium chloride), Cl.N[C@H](C)C1=CC=C(C=C1)NS(=O)(=O)C (N-{4-[(1R)-1-aminoethyl]phenyl}methanesulfonamide hydrochloride). Solvent: C(C)N(CC)CC (triethylamine). Yields the product C(C)(C)(C)C1=C(C=C(OCC(=O)N[C@H](C)C2=CC=C(C=C2)NS(=O)(=O)C)C=C1)F (2-(4-tert-Butyl-3-fluorophenoxy)-N-((1R)-1-{4-[(methylsulfonyl)amino]phenyl}ethyl)acetamide). Isolated yield 37.1%. Reaction SMILES: [C:1]([C:5]1[CH:15]=[CH:14][C:8]([O:9][CH2:10][C:11]([OH:13])=O)=[CH:7][C:6]=1[F:16])([CH3:4])([CH3:3])[CH3:2].[Cl-].ClC1N(C)CC[NH+]1C.Cl.[NH2:27][C@@H:28]([C:30]1[CH:35]=[CH:34][C:33]([NH:36][S:37]([CH3:40])(=[O:39])=[O:38])=[CH:32][CH:31]=1)[CH3:29]>C(N(CC)CC)C>[C:1]([C:5]1[CH:15]=[CH:14][C:8]([O:9][CH2:10][C:11]([NH:27][C@@H:28]([C:30]2[CH:31]=[CH:32][C:33]([NH:36][S:37]([CH3:40])(=[O:39])=[O:38])=[CH:34][CH:35]=2)[CH3:29])=[O:13])=[CH:7][C:6]=1[F:16])([CH3:2])([CH3:3])[CH3:4] |f:1.2,3.4|. Procedure details: (4-tert-Butyl-3-fluorophenoxy)acetic acid (135 mg, 0.60 mmol), 2-chloro-1,3-dimethylimidazolinium chloride (CDI) (102 mg, 0.63 mmol), triethylamine (0.5 ml) and N-{4-[(1R)-1-aminoethyl]phenyl}methanesulfonamide hydrochloride (150 mg, 0.60 mmol) were mixed in the same procedure described in Example 2(b) to furnish 94 mg (37% yield) of the title compound as a white solid. Starting materials: OC1=C(C=CC(=C1)C(=O)OC)C1=C(C=CC=C1)C (methyl 2-hydroxy-2′-methyl-1,1′-biphenyl-4-carboxylate), [OH-].[Li+] (lithium hydroxide). Run in C1CCOC1.O (THF water). Reaction conditions: time 24 hour. Yields the product OC1=C(C=CC(=C1)C(=O)O)C1=C(C=CC=C1)C (2-Hydroxy-2′-methyl-1,1′-biphenyl-4-carboxylic acid). The yield is 87.6%. Reaction SMILES: [OH:1][C:2]1[CH:7]=[C:6]([C:8]([O:10]C)=[O:9])[CH:5]=[CH:4][C:3]=1[C:12]1[CH:17]=[CH:16][CH:15]=[CH:14][C:13]=1[CH3:18].[OH-].[Li+]>C1COCC1.O>[OH:1][C:2]1[CH:7]=[C:6]([C:8]([OH:10])=[O:9])[CH:5]=[CH:4][C:3]=1[C:12]1[CH:17]=[CH:16][CH:15]=[CH:14][C:13]=1[CH3:18] |f:1.2,3.4|. Reported procedure: To a stirred solution of methyl 2-hydroxy-2′-methyl-1,1′-biphenyl-4-carboxylate (12 g, 0.05 mol) in a mixture of THF/water (150 mL:15 mL) was added lithium hydroxide (6.23 g, 0.1485 mol) in portions. After being stirred at RT for 24 h, the reaction mass was evaporated to dryness and the residue diluted with little amount of water. The aqueous phase was acidified with conc.hydrochloric acid and extracted with EtOAc. Organic layer was washed with brine solution and was dried over Na2SO4. Evaporati... Reactants: O=C1N(C(C2=CC=CC=C12)=O)CCC1=CNC2=CC=C(C=C12)CC#N (3-[2-(1,3-Dihydro-1,3-dioxo-2H-isoindol-2-yl)ethyl]-1Hindole-5-acetonitrile), CO.C(Cl)Cl (methanol methylene chloride). The product is O=C1N(C(C2=CC=CC=C12)=O)CCC1=CNC2=CC=C(C=C12)CC(=O)N (3-[2-(1,3-Dihydro-1,3-dioxo-2H-isoindol-2-yl)ethyl]-1H-indole-5-acetamide). Reaction SMILES: [O:1]=[C:2]1[C:10]2[C:5](=[CH:6][CH:7]=[CH:8][CH:9]=2)[C:4](=[O:11])[N:3]1[CH2:12][CH2:13][C:14]1[C:22]2[C:17](=[CH:18][CH:19]=[C:20]([CH2:23][C:24]#[N:25])[CH:21]=2)[NH:16][CH:15]=1.C[OH:27].C(Cl)Cl>>[O:11]=[C:4]1[C:5]2[C:10](=[CH:9][CH:8]=[CH:7][CH:6]=2)[C:2](=[O:1])[N:3]1[CH2:12][CH2:13][C:14]1[C:22]2[C:17](=[CH:18][CH:19]=[C:20]([CH2:23][C:24]([NH2:25])=[O:27])[CH:21]=2)[NH:16][CH:15]=1 |f:1.2|. Procedure details: TLC Polygram silica, 5% methanol/methylene chloride showed a single new product with Rf 0.13 identical with that of a sample prepared by the method of Example 2 (ii). The reactants are CNC, CCO, COCCC#Cc1cc(Cl)c(Nc2ncnc3cc(OCCCCl)c(OC)cc23)c2c1OCO2. The product is COCCC#Cc1cc(Cl)c(Nc2ncnc3cc(OCCCN(C)C)c(OC)cc23)c2c1OCO2. As a reaction SMILES: [CH3:35][NH:36][CH3:37].[CH3:38][CH2:39][OH:40].[Cl:1][c:2]1[c:3]([NH:17][c:18]2[n:19][cH:20][n:21][c:22]3[cH:23][c:24]([O:30][CH2:31][CH2:32][CH2:33][Cl:34])[c:25]([O:28][CH3:29])[cH:26][c:27]23)[c:4]2[c:5]([c:9]([C:11]#[C:12][CH2:13][CH2:14][O:15][CH3:16])[cH:10]1)[O:6][CH2:7][O:8]2>>[Cl:1][c:2]1[c:3]([NH:17][c:18]2[n:19][cH:20][n:21][c:22]3[cH:23][c:24]([O:30][CH2:31][CH2:32][CH2:33][N:36]([CH3:35])[CH3:37])[c:25]([O:28][CH3:29])[cH:26][c:27]23)[c:4]2[c:5]([c:9]([C:11]#[C:12][CH2:13][CH2:14][O:15][CH3:16])[cH:10]1)[O:6][CH2:7][O:8]2. Starting materials: F[B-](F)(F)F, F[B-](F)(F)F, CC(C)c1ccc(C#N)c(N=CN(C)C)n1, CC#N, F[N+]12CC[N+](CCl)(CC1)CC2. Product: CC(C)c1nc(N=CN(C)C)c(C#N)cc1F. RXN SMILES: [B-:17]([F:18])([F:19])([F:20])[F:21].[B-:22]([F:23])([F:24])([F:25])[F:26].[C:1](#[N:2])[c:3]1[c:4]([N:12]=[CH:13][N:14]([CH3:15])[CH3:16])[n:5][c:6]([CH:9]([CH3:10])[CH3:11])[cH:7][cH:8]1.[CH3:38][C:39]#[N:40].[Cl:27][CH2:28][N+:29]12[CH2:30][CH2:31][N+:32]([F:33])([CH2:34][CH2:35]1)[CH2:36][CH2:37]2>>[C:1](#[N:2])[c:3]1[c:4]([N:12]=[CH:13][N:14]([CH3:15])[CH3:16])[n:5][c:6]([CH:9]([CH3:10])[CH3:11])[c:7]([F:18])[cH:8]1. Reactants: COC(CC1=C(C(=C(C=C1)OC)Cl)Cl)=O ((2,3-dichloro-4-methoxyphenyl)acetic acid methyl ester), CN1C=C(C=CC1=O)C(=O)O (1-methyl-6-oxo-1,6-dihydro-pyridine-3-carboxylic acid). Product: ClC1=C(C=CC(=C1Cl)OC)C(C(=O)C=1C=CC(N(C1)C)=O)C (5-[2-(2,3-Dichloro-4-methoxy-phenyl)-propionyl]-1-methyl-1H-pyridin-2-one). RXN SMILES: CO[C:3](=O)[CH2:4][C:5]1[CH:10]=[CH:9][C:8]([O:11][CH3:12])=[C:7]([Cl:13])[C:6]=1[Cl:14].[CH3:16][N:17]1[C:22](=[O:23])[CH:21]=[CH:20][C:19]([C:24]([OH:26])=O)=[CH:18]1>>[Cl:14][C:6]1[C:7]([Cl:13])=[C:8]([O:11][CH3:12])[CH:9]=[CH:10][C:5]=1[CH:4]([CH3:3])[C:24]([C:19]1[CH:20]=[CH:21][C:22](=[O:23])[N:17]([CH3:16])[CH:18]=1)=[O:26]. Procedure: The title compound was prepared in analogy to Example 189, steps 1-3, from (2,3-dichloro-4-methoxyphenyl)acetic acid methyl ester and 1-methyl-6-oxo-1,6-dihydro-pyridine-3-carboxylic acid. Colorless solid. MS (m/e)=340.1 [M+H+].